Dataset: the Open Reaction Database (ORD), a public repository of structured organic reaction records. Task: describe an organic reaction: reactants, conditions, products, and yield Yields the product CC(C)(C)OC(=O)N(Cc1ccc(CC(=O)O)cc1)Cc1ccccn1. Starting materials: COC(=O)Cc1ccc(CN(Cc2ccccn2)C(=O)OC(C)(C)C)cc1, C1CCOC1, CO, [Na+], [OH-]. RXN SMILES: [C:1](=[O:2])([O:3][C:4]([CH3:5])([CH3:6])[CH3:7])[N:8]([CH2:9][c:10]1[cH:11][cH:12][cH:13][cH:14][n:15]1)[CH2:16][c:17]1[cH:18][cH:19][c:20]([CH2:23][C:24](=[O:25])[O:26][CH3:27])[cH:21][cH:22]1.[CH2:30]1[O:31][CH2:32][CH2:33][CH2:34]1.[CH3:35][OH:36].[Na+:29].[OH-:28]>>[C:1](=[O:2])([O:3][C:4]([CH3:5])([CH3:6])[CH3:7])[N:8]([CH2:9][c:10]1[cH:11][cH:12][cH:13][cH:14][n:15]1)[CH2:16][c:17]1[cH:18][cH:19][c:20]([CH2:23][C:24](=[O:25])[OH:26])[cH:21][cH:22]1. Starting materials: C(CCC)C1=NC2=C(C(NC=C2)=O)N1CC1=CC=C(C=C1)O (2-butyl-3-p-hydroxybenzyl-4,5-dihydro-4-oxo-3H-imidazo[4,5-c]pyridine), CO[Na] (CH3ONa), C(#N)C1=C(CBr)C=CC=C1 (o-cyanobenzyl bromide). The solvent is CS(=O)C (DMSO), CS(=O)C (DMSO). Reaction conditions: time 0.5 hour. Product: C(CCC)C1=NC2=C(C(NC=C2)=O)N1CC1=CC=C(C=C1)OCC1=C(C=CC=C1)C#N (2-butyl-3-(4-o-cyanobenzyloxybenzyl)-4,5-dihydro-4-oxo-3H-imidazo[4,5-c]pyridine). RXN SMILES: [CH2:1]([C:5]1[N:14]([CH2:15][C:16]2[CH:21]=[CH:20][C:19]([OH:22])=[CH:18][CH:17]=2)[C:8]2[C:9](=[O:13])[NH:10][CH:11]=[CH:12][C:7]=2[N:6]=1)[CH2:2][CH2:3][CH3:4].CO[Na].[C:26]([C:28]1[CH:35]=[CH:34][CH:33]=[CH:32][C:29]=1[CH2:30]Br)#[N:27]>CS(C)=O>[CH2:1]([C:5]1[N:14]([CH2:15][C:16]2[CH:21]=[CH:20][C:19]([O:22][CH2:30][C:29]3[CH:32]=[CH:33][CH:34]=[CH:35][C:28]=3[C:26]#[N:27])=[CH:18][CH:17]=2)[C:8]2[C:9](=[O:13])[NH:10][CH:11]=[CH:12][C:7]=2[N:6]=1)[CH2:2][CH2:3][CH3:4]. Procedure details: A mixture of 2.97 g of 2-butyl-3-p-hydroxybenzyl-4,5-dihydro-4-oxo-3H-imidazo[4,5-c]pyridine (obtainable from IIIa and p-hydroxybenzyl bromide), 0.5 g of CH3ONa and 40 ml of DMSO is stirred for 0.5 hour. A solution of 2.2 g of o-cyanobenzyl bromide in 15 ml of DMSO is added dropwise and the mixture is stirred at 20° for 16 hours and evaporated to give 2-butyl-3-(4-o-cyanobenzyloxybenzyl)-4,5-dihydro-4-oxo-3H-imidazo[4,5-c]pyridine after conventional working-up.